From a dataset of the Open Reaction Database (ORD), a public repository of structured organic reaction records. describe an organic reaction: reactants, conditions, products, and yield Starting materials: Cl, O=C(Cl)c1cccc([N+](=O)[O-])c1, CCC(C)(N)C(=O)CCl, CCC(C)(NC(=O)c1cccc(N)c1)C(=O)CCl, [Pd]. Product: CCC(C)(NC(=O)c1cccc([N+](=O)[O-])c1)C(=O)CCl. Reaction SMILES: [ClH:13].[N+:1](=[O:2])([O-:3])[c:4]1[cH:5][c:6]([C:7](=[O:8])[Cl:9])[cH:10][cH:11][cH:12]1.[NH2:14][C:15]([C:16]([CH2:17][Cl:18])=[O:19])([CH2:20][CH3:21])[CH3:22].[NH2:23][c:24]1[cH:25][c:26]([C:30]([NH:31][C:32]([CH2:33][CH3:34])([CH3:35])[C:36](=[O:37])[CH2:38][Cl:39])=[O:40])[cH:27][cH:28][cH:29]1.[Pd:41]>>[N+:1](=[O:2])([O-:3])[c:4]1[cH:5][c:6]([C:7](=[O:8])[NH:14][C:15]([C:16]([CH2:17][Cl:18])=[O:19])([CH2:20][CH3:21])[CH3:22])[cH:10][cH:11][cH:12]1. Starting materials: C(=O)(OC(C)(C)C)N1[C@H](C(=O)O)CC(C1)O (N-BOC-4-hydroxy-L-proline), C(CC(O)(C(=O)O)CC(=O)O)(=O)O (citric acid), CC(C)([O-])C.[K+] (potassium t-butoxide), C1=NC=CC2=CC=CC=C12 (isoquinoline), CC(C)(C)[O-].[K+] (t-BuOK). Run in CS(=O)C (DMSO), CS(=O)C (DMSO). Run at time 2 hour. The product is C(=O)(OC(C)(C)C)N1C(CC(C1)OC1=NC(=CC2=CC(=CC=C12)OC)C)C(=O)O (1-N-BOC-4-(6-Methoxy-3-methylisoquinolin-1-yloxy)pyrrolidine-2-carboxylic acid). As a reaction SMILES: [C:1]([N:8]1[CH2:15][CH:14]([OH:16])[CH2:13][C@H:9]1[C:10]([OH:12])=[O:11])([O:3][C:4]([CH3:7])([CH3:6])[CH3:5])=[O:2].C[C:18](C)([O-:20])C.[K+].[CH:23]1[C:32]2[C:27](=[CH:28][CH:29]=[CH:30][CH:31]=2)[CH:26]=[CH:25][N:24]=1.[C:33](O)(=O)CC(CC(O)=O)(C(O)=O)O>CS(C)=O>[C:1]([N:8]1[CH2:15][CH:14]([O:16][C:23]2[C:32]3[C:27](=[CH:28][C:29]([O:20][CH3:18])=[CH:30][CH:31]=3)[CH:26]=[C:25]([CH3:33])[N:24]=2)[CH2:13][CH:9]1[C:10]([OH:12])=[O:11])([O:3][C:4]([CH3:7])([CH3:6])[CH3:5])=[O:2] |f:1.2|. Reported procedure: N-BOC-4-hydroxy-L-proline (A; 281 mg; 1.21 mmol) was dissolved in DMSO (3 mL) at RT then potassium t-butoxide (270 mg; 2.4 mmol) was added. The resulting solution was stirred at RT for 2 h then cooled to 0° C. Next a solution of isoquinoline 14 in DMSO (3 mL) was added dropwise to the cold solution of A and t-BuOK, then the mixture was allowed to warm up to RT. The solution was stirred for 16 h, and an addition 0.2 equivalents of A was added and the mixture stirred for an additional 1.5 h. The r... Starting materials: N=1N=C(N2C1C=CC=C2)C2=NC1=C(C=CC=C1C=C2)O[C@@H]2C[C@H](N(CC2)C(=O)OC(C)(C)C)COC ((2S,4S)-tert-butyl 4-(2-([1,2,4]triazolo[4,3-a]pyridin-3-yl)quinolin-8-yloxy)-2-(methoxymethyl)piperidine-1-carboxylate), Cl (HCl). The solvent is C(Cl)(Cl)Cl (CHCl3). Conditions: time 5 hour. Product: N=1N=C(N2C1C=CC=C2)C2=NC1=C(C=CC=C1C=C2)O[C@@H]2C[C@H](NCC2)COC (2-([1,2,4]triazolo[4,3-a]pyridin-3-yl)-8-((2S,4S)-2-(methoxymethyl)piperidin-4-yloxy)quinoline). As a reaction SMILES: [N:1]1[N:2]=[C:3]([C:10]2[CH:19]=[CH:18][C:17]3[C:12](=[C:13]([O:20][C@H:21]4[CH2:26][CH2:25][N:24](C(OC(C)(C)C)=O)[C@H:23]([CH2:34][O:35][CH3:36])[CH2:22]4)[CH:14]=[CH:15][CH:16]=3)[N:11]=2)[N:4]2[CH:9]=[CH:8][CH:7]=[CH:6][C:5]=12.Cl>C(Cl)(Cl)Cl>[N:1]1[N:2]=[C:3]([C:10]2[CH:19]=[CH:18][C:17]3[C:12](=[C:13]([O:20][C@H:21]4[CH2:26][CH2:25][NH:24][C@H:23]([CH2:34][O:35][CH3:36])[CH2:22]4)[CH:14]=[CH:15][CH:16]=3)[N:11]=2)[N:4]2[CH:9]=[CH:8][CH:7]=[CH:6][C:5]=12. Reported procedure: The product from Step B (0.070 g, 0.14 mmol) was dissolved in CHCl3 (1.4 mL). Then HCl (1.4 mL, 5.7 mmol, 4.0M in dioxane) was added and the mixture stirred at ambient temperature for 5.0 hours. The mixture was filtered directly and the solid washed with CH2Cl2 followed by Et2O and dried. The crude solid was purified by preparative TLC (1 mm, 8% MeOH/DCM with 1% NH3). This provided 0.031 g (56%) of the product as a pale orange solid. MS ESI (+) m/z 390.2 (M+1) detected. The reactants are S1C(=CC=C1)C1(CN(CC1)C(C1=CC(=C(C(=C1)OC)OC)OC)=O)CCCS(=O)(=O)[O-] (2-[3-(thiophen-2-yl)-1-(3,4,5-trimethoxy-benzoyl)-pyrrolidin-3-yl]-ethyl-methanesulfonate), Cl.C1(=CC=CC=C1)C1(CCNCC1)C(=O)N (4-phenyl-piperidine-4-carboxylic acid amide hydrochloride). Product: S1C(=CC=C1)C1(CN(CC1)C(C1=CC(=C(C(=C1)OC)OC)OC)=O)CCN1CCC(CC1)(C(=O)N)C1=CC=CC=C1 (1-[2-[3-(thiophen-2-yl)-1-(3,4,5-trimethoxy-benzoyl)-pyrrolidin-3-yl]-ethyl]-4-phenyl-piperidine-4-carboxylic acid amide). Reaction SMILES: [S:1]1[CH:5]=[CH:4][CH:3]=[C:2]1[C:6]1([CH2:25][CH2:26]CS([O-])(=O)=O)[CH2:10][CH2:9][N:8]([C:11](=[O:24])[C:12]2[CH:17]=[C:16]([O:18][CH3:19])[C:15]([O:20][CH3:21])=[C:14]([O:22][CH3:23])[CH:13]=2)[CH2:7]1.Cl.[C:33]1([C:39]2([C:45]([NH2:47])=[O:46])[CH2:44][CH2:43][NH:42][CH2:41][CH2:40]2)[CH:38]=[CH:37][CH:36]=[CH:35][CH:34]=1>>[S:1]1[CH:5]=[CH:4][CH:3]=[C:2]1[C:6]1([CH2:25][CH2:26][N:42]2[CH2:41][CH2:40][C:39]([C:33]3[CH:34]=[CH:35][CH:36]=[CH:37][CH:38]=3)([C:45]([NH2:47])=[O:46])[CH2:44][CH2:43]2)[CH2:10][CH2:9][N:8]([C:11](=[O:24])[C:12]2[CH:13]=[C:14]([O:22][CH3:23])[C:15]([O:20][CH3:21])=[C:16]([O:18][CH3:19])[CH:17]=2)[CH2:7]1 |f:1.2|. Procedure details: Prepare by the method of example 3.3 using 2-[3-(thiophen-2-yl)-1-(3,4,5-trimethoxy-benzoyl)-pyrrolidin-3-yl]-ethyl-methanesulfonate (8 mmol) and 4-phenyl-piperidine-4-carboxylic acid amide hydrochloride (12 mmol). Chromatograph on silica gel to give the title compound. Starting materials: OBO, Clc1ccc(NCC2CCOCC2)nc1Br, COCCOC, OB(O)c1cc(F)ncc1F, [Na+], [Na+], O=C([O-])[O-], O. Product: Fc1cc(-c2nc(NCC3CCOCC3)ccc2Cl)c(F)cn1. As a reaction SMILES: [BH:34]([OH:35])[OH:36].[Br:1][c:2]1[c:3]([Cl:16])[cH:4][cH:5][c:6]([NH:8][CH2:9][CH:10]2[CH2:11][CH2:12][O:13][CH2:14][CH2:15]2)[n:7]1.[CH3:37][O:38][CH2:39][CH2:40][O:41][CH3:42].[F:17][c:18]1[n:19][cH:20][c:21]([F:27])[c:22]([B:24]([OH:25])[OH:26])[cH:23]1.[Na+:28].[Na+:29].[O-:30][C:31](=[O:32])[O-:33].[OH2:43]>>[c:2]1(-[c:22]2[c:21]([F:27])[cH:20][n:19][c:18]([F:17])[cH:23]2)[c:3]([Cl:16])[cH:4][cH:5][c:6]([NH:8][CH2:9][CH:10]2[CH2:11][CH2:12][O:13][CH2:14][CH2:15]2)[n:7]1. Yields the product CN(C1=NC=C(C=N1)C=1N=C(C2=C(N1)C=C(S2)CN2CCN(CC2)S(=O)(=O)C)N2CCOCC2)C (N,N-dimethyl-5-(4-morpholino-6-((4-N-methylsulfonylpiperazin-1-yl)methyl)thieno[3,2-d]pyrimidin-2-yl)pyrimidin-2-amine). Reaction SMILES: Cl[C:2]1[N:3]=[C:4]([N:22]2[CH2:27][CH2:26][O:25][CH2:24][CH2:23]2)[C:5]2[S:10][C:9]([CH2:11][N:12]3[CH2:17][CH2:16][N:15]([S:18]([CH3:21])(=[O:20])=[O:19])[CH2:14][CH2:13]3)=[CH:8][C:6]=2[N:7]=1.[CH3:28][N:29]([CH3:45])[C:30]1[N:35]=[CH:34][C:33](B2OC(C)(C)C(C)(C)O2)=[CH:32][N:31]=1>>[CH3:28][N:29]([CH3:45])[C:30]1[N:35]=[CH:34][C:33]([C:2]2[N:3]=[C:4]([N:22]3[CH2:27][CH2:26][O:25][CH2:24][CH2:23]3)[C:5]3[S:10][C:9]([CH2:11][N:12]4[CH2:17][CH2:16][N:15]([S:18]([CH3:21])(=[O:20])=[O:19])[CH2:14][CH2:13]4)=[CH:8][C:6]=3[N:7]=2)=[CH:32][N:31]=1. Reported procedure: 2-Chloro-6-(4-methanesulfonyl-piperazin-1-ylmethyl)-4-morpholin-4-yl-thieno[3,2-d]pyrimidine, prepared via General Procedure B-3, was reacted with 2-dimethylamino-pyrimidine-5-boronic acid pinacol ester in General Procedure A. Purification on silica and ether trituration gave 244. NMR (CDCl3): 2.68-2.72 (4H, m), 2.82 (3H, s), 3.29 (6H, s), 3.29-3.33 (4H, m), 3.90 (2H, s), 3.90-3.94 (4H, m), 4.05-4.10 (4H, m), 7.31 (1H, br. s), 9.30 (2H, s). MS (ESI+): 519.3 (100%) Starting materials: ClC=1N=C(C2=C(N1)C=C(S2)CN2CCN(CC2)S(=O)(=O)C)N2CCOCC2 (2-Chloro-6-(4-methanesulfonyl-piperazin-1-ylmethyl)-4-morpholin-4-yl-thieno[3,2-d]pyrimidine), CN(C1=NC=C(C=N1)B1OC(C)(C)C(C)(C)O1)C (2-dimethylamino-pyrimidine-5-boronic acid pinacol ester). Reactants: CC(C)CC(C(=O)NC(C(=O)Nc1nccs1)C(C)CCNCN=N[N+](=O)[O-])C(C)N(C=O)OC1CCCCO1, CC(=O)O. Yields the product CC(C)CC(C(=O)NC(C(=O)Nc1nccs1)C(C)CCNCN=N[N+](=O)[O-])C(C)N(O)C=O. RXN SMILES: [CH3:1][CH:2]([CH:3]([C:4]([NH:5][c:6]1[s:7][cH:8][cH:9][n:10]1)=[O:11])[NH:12][C:13]([CH:14]([CH:15]([CH3:16])[N:17]([O:18][CH:19]1[CH2:20][CH2:21][CH2:22][CH2:23][O:24]1)[CH:25]=[O:26])[CH2:27][CH:28]([CH3:29])[CH3:30])=[O:31])[CH2:32][CH2:33][NH:34][CH2:35][N:36]=[N:37][N+:38](=[O:39])[O-:40].[CH3:41][C:42](=[O:43])[OH:44]>>[CH3:1][CH:2]([CH:3]([C:4]([NH:5][c:6]1[s:7][cH:8][cH:9][n:10]1)=[O:11])[NH:12][C:13]([CH:14]([CH:15]([CH3:16])[N:17]([OH:18])[CH:25]=[O:26])[CH2:27][CH:28]([CH3:29])[CH3:30])=[O:31])[CH2:32][CH2:33][NH:34][CH2:35][N:36]=[N:37][N+:38](=[O:39])[O-:40].